This data is from the Open Reaction Database (ORD), a public repository of structured organic reaction records. The task is: describe an organic reaction: reactants, conditions, products, and yield Starting materials: O (water), ClC1=NC=C(C=C1)C(C(F)(F)F)O (2-chloro-5-(2,2,2-trifluoro-1-hydroxyethyl)pyridine), S(=O)(=O)(O)[O-] (hydrogen sulfate), Cl[O-].[Na+] (sodium hypochlorite). The solvent is C1(=CC=CC=C1)C (toluene). The product is ClC1=NC=C(C=C1)C(C(F)(F)F)=O (2-Chloro-5-trifluoroacetylpyridine). As a reaction SMILES: [Cl:1][C:2]1[CH:7]=[CH:6][C:5]([CH:8]([OH:13])[C:9]([F:12])([F:11])[F:10])=[CH:4][N:3]=1.S([O-])(O)(=O)=O.Cl[O-].[Na+].O>C1(C)C=CC=CC=1>[Cl:1][C:2]1[CH:7]=[CH:6][C:5]([C:8](=[O:13])[C:9]([F:11])([F:12])[F:10])=[CH:4][N:3]=1 |f:2.3|. Reported procedure: 2.11 g (0.01 mol) of 2-chloro-5-(2,2,2-trifluoro-1-hydroxyethyl)pyridine and 0.18 g (0.0005 mol) of tetrabutylammnonium hydrogen sulfate are dissolved in 25 ml of toluene at room temperature. 6.1 ml (0.012 mol) of an approximately 12% strength sodium hypochlorite solution are metered in within 5 minutes with vigorous stirring and the mixture is stirred for a further 2.5 hours during which the reaction temperature rises to 27° C. The reaction mixture is added to 50 ml of water, the phases are sep...